From a dataset of the Open Reaction Database (ORD), a public repository of structured organic reaction records. describe an organic reaction: reactants, conditions, products, and yield Reactants: CCO, CC1CN(C(=O)N(CC2CN(C(=O)OCc3ccccc3)CC2F)C(c2nc(-c3cc(F)ccc3F)nn2Cc2cccc(F)c2)C(C)(C)C)CC(C)O1. The product is CC1CN(C(=O)N(CC2CNCC2F)C(c2nc(-c3cc(F)ccc3F)nn2Cc2cccc(F)c2)C(C)(C)C)CC(C)O1. RXN SMILES: [CH3:55][CH2:56][OH:57].[F:1][c:2]1[c:3](-[c:9]2[n:10][n:11]([CH2:47][c:48]3[cH:49][c:50]([F:54])[cH:51][cH:52][cH:53]3)[c:12]([CH:14]([C:15]([CH3:16])([CH3:17])[CH3:18])[N:19]([C:20](=[O:21])[N:22]3[CH2:23][CH:24]([CH3:29])[O:25][CH:26]([CH3:28])[CH2:27]3)[CH2:30][CH:31]3[CH2:32][N:33]([C:37]([O:38][CH2:39][c:40]4[cH:41][cH:42][cH:43][cH:44][cH:45]4)=[O:46])[CH2:34][CH:35]3[F:36])[n:13]2)[cH:4][c:5]([F:8])[cH:6][cH:7]1>>[F:1][c:2]1[c:3](-[c:9]2[n:10][n:11]([CH2:47][c:48]3[cH:49][c:50]([F:54])[cH:51][cH:52][cH:53]3)[c:12]([CH:14]([C:15]([CH3:16])([CH3:17])[CH3:18])[N:19]([C:20](=[O:21])[N:22]3[CH2:23][CH:24]([CH3:29])[O:25][CH:26]([CH3:28])[CH2:27]3)[CH2:30][CH:31]3[CH2:32][NH:33][CH2:34][CH:35]3[F:36])[n:13]2)[cH:4][c:5]([F:8])[cH:6][cH:7]1. Reactants: ClC1=CC(=NC=N1)COC(CCCCC)=O (hexanoic acid 6-chloro-pyrimidin-4-ylmethyl ester), C(C)OC(=O)C=1C2=C(SC1)C=C(C=C2)O (6-hydroxy-benzo[b]thiophene-3-carboxylic acid ethyl ester), [O-]P(=O)([O-])[O-].[K+].[K+].[K+] (K3PO4). Run in CN1CCCC1=O (NMP), O (water). Reaction conditions: temperature 60 celsius, time 1.5 hour. Product: C(C)OC(=O)C=1C2=C(SC1)C=C(C=C2)OC2=CC(=NC=N2)COC(CCCCC)=O (6-(4-Hexanoyloxymethyl-pyrimidin-6-yloxy)-benzo[b]thiophene-3-carboxylic acid ethyl ester). As a reaction SMILES: Cl[C:2]1[N:7]=[CH:6][N:5]=[C:4]([CH2:8][O:9][C:10](=[O:16])[CH2:11][CH2:12][CH2:13][CH2:14][CH3:15])[CH:3]=1.[CH2:17]([O:19][C:20]([C:22]1[C:23]2[CH:30]=[CH:29][C:28]([OH:31])=[CH:27][C:24]=2[S:25][CH:26]=1)=[O:21])[CH3:18].[O-]P([O-])([O-])=O.[K+].[K+].[K+]>CN1C(=O)CCC1.O>[CH2:17]([O:19][C:20]([C:22]1[C:23]2[CH:30]=[CH:29][C:28]([O:31][C:2]3[N:7]=[CH:6][N:5]=[C:4]([CH2:8][O:9][C:10](=[O:16])[CH2:11][CH2:12][CH2:13][CH2:14][CH3:15])[CH:3]=3)=[CH:27][C:24]=2[S:25][CH:26]=1)=[O:21])[CH3:18] |f:2.3.4.5|. Procedure details: A suspension of 984 mg (4.05 mMol) hexanoic acid 6-chloro-pyrimidin-4-ylmethyl ester, 751 mg (3.38 mMol) 6-hydroxy-benzo[b]thiophene-3-carboxylic acid ethyl ester (Step 12.3) and 1.43 g (6.76 mMol) K3PO4 in 20 ml NMP is stirred for 1.5 h at 60° C. The reaction mixture is dissolved in water and EtOAc, the aq. phase separated off and extracted twice with EtOAc. The organic layers are washed with water and brine, dried (Na2SO4) and concentrated. Chromatography (SiO2; hexane/EtOAc 4:1→1:1) gives the...